This data is from the Open Reaction Database (ORD), a public repository of structured organic reaction records. The task is: describe an organic reaction: reactants, conditions, products, and yield Starting materials: C(C1=CC=CC=C1)OC(=O)N1C[C@@H]([C@@H](CC1)NCC1=CC(=CC=C1)C1=NC(=NC=C1)Cl)C (4(R)-[3-(2-Chloro-pyrimidin-4-yl)-benzylamino]-3(S)-methyl-piperidine-1-carboxylic acid benzyl ester), 438, FC=1C=C(C=C(C1)F)CCN (2-(3,5-difluoro-phenyl)-ethylamine), 418. The product is FC=1C=C(C=C(C1)F)CCNC1=NC=CC(=N1)C1=CC(=CC=C1)CN[C@H]1[C@H](CNCC1)C ([2-(3,5-Difluoro-phenyl)-ethyl]-(4-{3-[(3(S)-methyl-piperidin-4(R)-ylamino)-methyl]-phenyl}-pyrimidin-2-yl)-amine). As a reaction SMILES: C(OC([N:11]1[CH2:16][CH2:15][C@@H:14]([NH:17][CH2:18][C:19]2[CH:24]=[CH:23][CH:22]=[C:21]([C:25]3[CH:30]=[CH:29][N:28]=[C:27](Cl)[N:26]=3)[CH:20]=2)[C@@H:13]([CH3:32])[CH2:12]1)=O)C1C=CC=CC=1.[F:33][C:34]1[CH:35]=[C:36]([CH2:41][CH2:42][NH2:43])[CH:37]=[C:38]([F:40])[CH:39]=1>>[F:33][C:34]1[CH:35]=[C:36]([CH2:41][CH2:42][NH:43][C:27]2[N:26]=[C:25]([C:21]3[CH:22]=[CH:23][CH:24]=[C:19]([CH2:18][NH:17][C@@H:14]4[CH2:15][CH2:16][NH:11][CH2:12][C@@H:13]4[CH3:32])[CH:20]=3)[CH:30]=[CH:29][N:28]=2)[CH:37]=[C:38]([F:40])[CH:39]=1. Reported procedure: Intermediate 136 was coupled with 2-(3,5-difluoro-phenyl)-ethylamine following procedure F. The resulting product was deprotected following procedure G3. LC-MS showed the product had the expected M+H+ of 418 LC-MS showed the product had the expected M+H+ of 438. 1H NMR (Varian 300 MHz, CD3OD, shifts relative to the solvent peak at 3.3 ppm) δ 8.70 (s, 1H) 8.39 (d, 2H) 7.97 (d, 1H)) 7.74 (d, 2H) 7.00 (d, 2H) 6.86 (d, 1H) 4.57 (s, 2H) 4.06 (m, 1H) 3.88 (m, 1H) 3.72 (m, 1H) 3.57 (m, 1H) 3.42 (d, 2H)... Starting materials: O=C(Cl)c1ccccc1, CN(C)c1ccncc1, ClCCl, CCOC(=O)c1sc(N)nc1-c1ccccc1, c1ccncc1. The product is CCOC(=O)c1sc(NC(=O)c2ccccc2)nc1-c1ccccc1. Reaction SMILES: [C:24]([c:25]1[cH:26][cH:27][cH:28][cH:29][cH:30]1)(=[O:31])[Cl:32].[CH3:33][N:34]([CH3:35])[c:36]1[cH:37][cH:38][n:39][cH:40][cH:41]1.[Cl:42][CH2:43][Cl:44].[NH2:1][c:2]1[s:3][c:4]([C:13](=[O:14])[O:15][CH2:16][CH3:17])[c:5](-[c:7]2[cH:8][cH:9][cH:10][cH:11][cH:12]2)[n:6]1.[cH:18]1[cH:19][cH:20][n:21][cH:22][cH:23]1>>[NH:1]([c:2]1[s:3][c:4]([C:13](=[O:14])[O:15][CH2:16][CH3:17])[c:5](-[c:7]2[cH:8][cH:9][cH:10][cH:11][cH:12]2)[n:6]1)[C:24]([c:25]1[cH:26][cH:27][cH:28][cH:29][cH:30]1)=[O:31]. Starting materials: C(C1=CC=CC=C1)OC(N(CCCCC1=CC=NC=C1)CCC1=C(NC2=CC=C(C=C12)C(=O)N1CCOCC1)C1=CC(=CC(=C1)C)C)=O ([2-[2-(3,5-dimethylphenyl)-5-(morpholine-4-carbonyl)-1H-indol-3-yl]ethyl]-(4-pyridin-4-ylbutyl)carbamic acid benzyl ester), [NH4+].[OH-] (NH4OH), [H][H] (hydrogen), CH2Cl2 MeOH-concd. Reagents/catalysts: [OH-].[OH-].[Pd+2] (palladium hydroxide on carbon). Solvent: COCCO (2-methoxyethanol). Yields the product CC=1C=C(C=C(C1)C)C=1NC2=CC=C(C=C2C1CCNCCCCC1=CC=NC=C1)C(=O)N1CCOCC1 ([2-(3,5-dimethylphenyl)-3-[2-(4-pyridin-4-ylbutylamino)-ethyl]-1H-indol-5-yl]morpholin-4-ylmethanone). As a reaction SMILES: C(OC(=O)[N:10]([CH2:21][CH2:22][C:23]1[C:31]2[C:26](=[CH:27][CH:28]=[C:29]([C:32]([N:34]3[CH2:39][CH2:38][O:37][CH2:36][CH2:35]3)=[O:33])[CH:30]=2)[NH:25][C:24]=1[C:40]1[CH:45]=[C:44]([CH3:46])[CH:43]=[C:42]([CH3:47])[CH:41]=1)[CH2:11][CH2:12][CH2:13][CH2:14][C:15]1[CH:20]=[CH:19][N:18]=[CH:17][CH:16]=1)C1C=CC=CC=1.[H][H].[NH4+].[OH-]>[OH-].[OH-].[Pd+2].COCCO>[CH3:47][C:42]1[CH:41]=[C:40]([C:24]2[NH:25][C:26]3[C:31]([C:23]=2[CH2:22][CH2:21][NH:10][CH2:11][CH2:12][CH2:13][CH2:14][C:15]2[CH:20]=[CH:19][N:18]=[CH:17][CH:16]=2)=[CH:30][C:29]([C:32]([N:34]2[CH2:39][CH2:38][O:37][CH2:36][CH2:35]2)=[O:33])=[CH:28][CH:27]=3)[CH:45]=[C:44]([CH3:46])[CH:43]=1 |f:2.3,4.5.6|. Procedure details: A mixture of 113 mg (0.175 mmol) of [2-[2-(3,5-dimethylphenyl)-5-(morpholine-4-carbonyl)-1H-indol-3-yl]ethyl]-(4-pyridin-4-ylbutyl)carbamic acid benzyl ester, 50 mg of 20% palladium hydroxide on carbon, and 10 mL of 2-methoxyethanol was shaken with hydrogen (approx. 50 psig) in a pressure vessel for 2.5 hours. The catalyst was removed by filtration through Celite, and the filtrate was concentrated in vacuo. The residue was purified by flash chromatography on silica gel (gradient elution from 99:...